This data is from the Open Reaction Database (ORD), a public repository of structured organic reaction records. The task is: describe an organic reaction: reactants, conditions, products, and yield The reactants are C(C)N(C(=O)C=1C=CC=2C(C3=CC=CC(=C3OC2C1)Br)=C1CC2CCC(C1)N2)CC (9-(8-Aza-bicyclo[3.2.1]oct-3-ylidene)-5-bromo-9H-xanthene-3-carboxylic acid diethylamide), C(C)N(C(=O)C=1C=CC=2C(C3=CC(=CC=C3OC2C1)Br)=C1CC2CCC(C1)N2C(C(F)(F)F)=O)CC (7-Bromo-9-[8-(2,2,2-trifluoro-acetyl)-8-aza-bicyclo[3.2.1]oct-3-ylidene]-9H-xanthene-3-carboxylic acid diethylamide), C(C)N(C(=O)C=1C=CC=2C(C3=CC=CC(=C3OC2C1)OC)=C1CC2CCC(C1)N2C(C(F)(F)F)=O)CC (5-methoxy-9-[8-(2,2,2-trifluoro-acetyl)-8-aza-bicyclo[3.2.1]oct-3-ylidene]-9H-xanthene-3-carboxylic acid diethylamide). Product: C(C)N(C(=O)C=1C=CC=2C(C3=CC(=CC=C3OC2C1)Br)=C1CC2CCC(C1)N2)CC (9-(8-Aza-bicyclo[3.2.1]oct-3-ylidene)-7-bromo-9H-xanthene-3-carboxylic acid diethylamide), C(=O)(C(F)(F)F)O (TFA). Reaction SMILES: [CH2:1]([N:3]([CH2:35][CH3:36])[C:4]([C:6]1[CH:7]=[CH:8][C:9]2[C:10](=[C:21]3[CH2:27][CH:26]4[N:28]([C:29](=[O:34])[C:30]([F:33])([F:32])[F:31])[CH:23]([CH2:24][CH2:25]4)[CH2:22]3)[C:11]3[C:16]([O:17][C:18]=2[CH:19]=1)=[CH:15][CH:14]=[C:13]([Br:20])[CH:12]=3)=[O:5])[CH3:2].C(N(CC)C(C1C=CC2C(=C3CC4N(C(=O)C(F)(F)F)C(CC4)C3)C3C(OC=2C=1)=C(OC)C=CC=3)=[O:41])C.C(N(CC)C(C1C=CC2C(=C3CC4NC(CC4)C3)C3C(OC=2C=1)=C(Br)C=CC=3)=O)C>>[CH2:35]([N:3]([CH2:1][CH3:2])[C:4]([C:6]1[CH:7]=[CH:8][C:9]2[C:10](=[C:21]3[CH2:27][CH:26]4[NH:28][CH:23]([CH2:24][CH2:25]4)[CH2:22]3)[C:11]3[C:16]([O:17][C:18]=2[CH:19]=1)=[CH:15][CH:14]=[C:13]([Br:20])[CH:12]=3)=[O:5])[CH3:36].[C:29]([OH:34])([C:30]([F:33])([F:32])[F:31])=[O:41]. Procedure details: Using an adaptation of the method described in Procedure 17, substituting 7-bromo-9-[8-(2,2,2-trifluoro-acetyl)-8-aza-bicyclo[3.2.1]oct-3-ylidene]-9H-xanthene-3-carboxylic acid diethylamide, 5f for 5-methoxy-9-[8-(2,2,2-trifluoro-acetyl)-8-aza-bicyclo[3.2.1]oct-3-ylidene]-9H-xanthene-3-carboxylic acid diethylamide, 5d, the title compound 9-(8-aza-bicyclo[3.2.1]oct-3-ylidene)-7-bromo-9H-xanthene-3-carboxylic acid diethylamide, 6f was obtained as a TFA salt after reverse phase HPLC purification (e... Starting materials: C(C)(C)(C)OC(NC1=CC(=C(C=C1)Br)C)=O ((4-bromo-3-methyl-phenyl)-carbamic acid tert-butyl ester), C(=O)(O)C=1C=C(C=CC1)B(O)O (3-carboxyphenyl boronic acid), C([O-])([O-])=O.[Cs+].[Cs+] (cesium carbonate), tetrakis(triphenylphosphine)palladium0. Solvent: COCCOC (DME). The product is C(C)(C)(C)OC(=O)NC1=CC(=C(C=C1)C1=CC(=CC=C1)C(=O)O)C (4′-tert-Butoxycarbonylamino-2′-methyl-biphenyl-3-carboxylic acid). Isolated yield 89.7%. Reaction SMILES: [C:1]([O:5][C:6](=[O:16])[NH:7][C:8]1[CH:13]=[CH:12][C:11](Br)=[C:10]([CH3:15])[CH:9]=1)([CH3:4])([CH3:3])[CH3:2].[C:17]([C:20]1[CH:21]=[C:22](B(O)O)[CH:23]=[CH:24][CH:25]=1)([OH:19])=[O:18].C(=O)([O-])[O-].[Cs+].[Cs+]>COCCOC>[C:1]([O:5][C:6]([NH:7][C:8]1[CH:13]=[CH:12][C:11]([C:24]2[CH:23]=[CH:22][CH:21]=[C:20]([C:17]([OH:19])=[O:18])[CH:25]=2)=[C:10]([CH3:15])[CH:9]=1)=[O:16])([CH3:4])([CH3:3])[CH3:2] |f:2.3.4|. Procedure: A mixture of (4-bromo-3-methyl-phenyl)-carbamic acid tert-butyl ester (765 mg), 3-carboxyphenyl boronic acid (446 mg), cesium carbonate (875 mg) and tetrakis(triphenylphosphine)palladium0 (catalytic quantity), in 1:2 aqueous DME (30 ml) was heated to reflux for 18 h. The mixture was then allowed to cool and was then partitioned between 1M HCl and dichloromethane. The dried extracts were then evaporated giving the title compound as a pale brown foam (785 mg). Run at temperature 80 celsius, time 18 hour. Procedure details: Phenol (72 mg, 0.77 mmol) and anhydrous potassium carbonate (106 mg, 0.77 mmol) were stirred in dry N,N-dimethylformamide (5 mL) under nitrogen for 1.0 hour. (±)(1R*,2S*,3S*,5S*)-3-(Acetoxymethyl)-5-(2-bromo-5,6-dichloro-1H-benzimidazol-1-yl)-1,2-cyclopentanediyl diacetate (400 mg, 0.770 mmol) was added and the mixture stirred at 80° C. (oil bath) for 18 hours. Volatiles were removed in vacuo and the residue partitioned between chloroform and water. The chloroform layer was dried (sodium sulfate... The product is ClC1=CC2=C(N(C(=N2)OC2=CC=CC=C2)[C@H]2C[C@H]([C@@H]([C@@H]2O)O)CO)C=C1Cl ((±)-(1R*,2S*,3S*,5S*)-5-(5,6-dichloro-2-phenoxy-1H-benzimidazol-1-yl)-3-(hydroxymethyl)-1,2-cyclopentanediol). The solvent is CN(C=O)C (N,N-dimethylformamide). Starting materials: C1(=CC=CC=C1)O (Phenol), C([O-])([O-])=O.[K+].[K+] (potassium carbonate), C(C)(=O)O[C@H]1[C@H]([C@@H](C[C@@H]1N1C(=NC2=C1C=C(C(=C2)Cl)Cl)Br)COC(C)=O)OC(C)=O ((±)(1R*,2S*,3S*,5S*)-3-(Acetoxymethyl)-5-(2-bromo-5,6-dichloro-1H-benzimidazol-1-yl)-1,2-cyclopentanediyl diacetate). Reaction SMILES: [C:1]1([OH:7])[CH:6]=[CH:5][CH:4]=[CH:3][CH:2]=1.C(=O)([O-])[O-].[K+].[K+].C([O:17][C@@H:18]1[C@@H:22]([N:23]2[C:27]3[CH:28]=[C:29]([Cl:33])[C:30]([Cl:32])=[CH:31][C:26]=3[N:25]=[C:24]2Br)[CH2:21][C@@H:20]([CH2:35][O:36]C(=O)C)[C@@H:19]1[O:40]C(=O)C)(=O)C>CN(C)C=O>[Cl:32][C:30]1[C:29]([Cl:33])=[CH:28][C:27]2[N:23]([C@@H:22]3[C@@H:18]([OH:17])[C@@H:19]([OH:40])[C@H:20]([CH2:35][OH:36])[CH2:21]3)[C:24]([O:7][C:1]3[CH:6]=[CH:5][CH:4]=[CH:3][CH:2]=3)=[N:25][C:26]=2[CH:31]=1 |f:1.2.3|. The reactants are ClC=1C=2C(C=[N+](C1)[O-])=CN(N2)C2=C(C=CC=C2Cl)Cl (7-chloro-2-(2,6-dichlorophenyl)-2H-pyrazolo[4,3-c]pyridine-5-oxide), P(=O)(Br)(Br)Br (phosphorus oxybromide). The solvent is ClCCCl (DCE). Run at temperature 0 celsius, time 30 minute. The product is BrC1=NC=C(C=2C1=CN(N2)C2=C(C=CC=C2Cl)Cl)Cl (4-Bromo-7-chloro-2-(2,6-dichlorophenyl)-2H-pyrazolo[4,3-c]pyridine). Isolated yield 28.1%. RXN SMILES: [Cl:1][C:2]1[C:3]2[C:4](=[CH:9][N:10]([C:12]3[C:17]([Cl:18])=[CH:16][CH:15]=[CH:14][C:13]=3[Cl:19])[N:11]=2)[CH:5]=[N+:6]([O-])[CH:7]=1.P(Br)(Br)([Br:22])=O>ClCCCl>[Br:22][C:5]1[C:4]2=[CH:9][N:10]([C:12]3[C:17]([Cl:18])=[CH:16][CH:15]=[CH:14][C:13]=3[Cl:19])[N:11]=[C:3]2[C:2]([Cl:1])=[CH:7][N:6]=1. Procedure details: To a cooled (0° C.) suspension of 7-chloro-2-(2,6-dichlorophenyl)-2H-pyrazolo[4,3-c]pyridine-5-oxide (2.5 g, 8.0 mmol) in DCE (50 mL) was added phosphorus oxybromide (6.8 g, 24.0 mmol). The reaction mixture was stirred at 0° C. for 30 minutes, warmed to room temperature, and stirred for a further 18 hours. The reaction mixture was partitioned between DCM and sodium carbonate (sat. aq.). The organic layer was washed with brine, dried over anhydrous sodium sulfate, and concentrated under reduced p... Reactants: Cc1ccnc(OC2CCC(=O)CC2)c1, O=C(CNC(=O)c1cccc(C(F)(F)F)c1)NC1CNC1. Product: Cc1ccnc(OC2CCC(N3CC(NC(=O)CNC(=O)c4cccc(C(F)(F)F)c4)C3)CC2)c1. As a reaction SMILES: [CH3:1][c:2]1[cH:3][c:4]([O:8][CH:9]2[CH2:10][CH2:11][C:12](=[O:15])[CH2:13][CH2:14]2)[n:5][cH:6][cH:7]1.[NH:16]1[CH2:17][CH:18]([NH:20][C:21](=[O:22])[CH2:23][NH:24][C:25]([c:26]2[cH:27][c:28]([C:32]([F:33])([F:34])[F:35])[cH:29][cH:30][cH:31]2)=[O:36])[CH2:19]1>>[CH3:1][c:2]1[cH:3][c:4]([O:8][CH:9]2[CH2:10][CH2:11][CH:12]([N:16]3[CH2:17][CH:18]([NH:20][C:21](=[O:22])[CH2:23][NH:24][C:25]([c:26]4[cH:27][c:28]([C:32]([F:33])([F:34])[F:35])[cH:29][cH:30][cH:31]4)=[O:36])[CH2:19]3)[CH2:13][CH2:14]2)[n:5][cH:6][cH:7]1.